describe an organic reaction: reactants, conditions, products, and yield From a dataset of the Open Reaction Database (ORD), a public repository of structured organic reaction records. Reactants: C(C)(C)(C)OC(=O)N[C@@]1([C@@H]2[C@H]([C@@H]2[C@@H]([C@H]1CSC1=CC(=C(C=C1)F)C)O)C(=O)O)C(=O)O ((1S,2R,3S,4S,5R,6R)-2-(tert-butoxycarbonylamino)-3-[(4-fluoro-3-methyl-phenyl)sulfanylmethyl]-4-hydroxy-bicyclo[3.1.0]hexane-2,6-dicarboxylic acid), C([O-])(O)=O.[Na+] (sodium bicarbonate), ClCCl (dichloromethane), S(=O)(=O)(OCCl)Cl (chloromethyl chlorosulfate). Reagents/catalysts: S([O-])(O)(=O)=O.C(CCC)[N+](CCCC)(CCCC)CCCC (tetra(n-butyl)ammonium bisulfate). The solvent is O (water), O (water). Conditions: time 18 hour. Product: ClCOC(=O)[C@]1([C@@H]2[C@H]([C@@H]2[C@@H]([C@H]1CSC1=CC(=C(C=C1)F)C)O)C(=O)OCCl)NC(=O)OC(C)(C)C (Bis(chloromethyl)(1S,2R,3S,4S,5R,6R)-2-(tert-butoxycarbonylamino)-3-[(4-fluoro-3-methyl-phenyl)sulfanylmethyl]-4-hydroxy-bicyclo[3.1.0]hexane-2,6-dicarboxylate). The yield is 47.0%. As a reaction SMILES: [C:1]([O:5][C:6]([NH:8][C@@:9]1([C:29]([OH:31])=[O:30])[C@H:14]([CH2:15][S:16][C:17]2[CH:22]=[CH:21][C:20]([F:23])=[C:19]([CH3:24])[CH:18]=2)[C@@H:13]([OH:25])[C@@H:12]2[C@H:10]1[C@H:11]2[C:26]([OH:28])=[O:27])=[O:7])([CH3:4])([CH3:3])[CH3:2].C(=O)(O)[O-].[Na+].S(Cl)(O[CH2:41][Cl:42])(=O)=O.[Cl:44][CH2:45]Cl>S(=O)(=O)(O)[O-].C([N+](CCCC)(CCCC)CCCC)CCC.O>[Cl:44][CH2:45][O:30][C:29]([C@:9]1([NH:8][C:6]([O:5][C:1]([CH3:4])([CH3:2])[CH3:3])=[O:7])[C@H:14]([CH2:15][S:16][C:17]2[CH:22]=[CH:21][C:20]([F:23])=[C:19]([CH3:24])[CH:18]=2)[C@@H:13]([OH:25])[C@@H:12]2[C@H:10]1[C@H:11]2[C:26]([O:28][CH2:41][Cl:42])=[O:27])=[O:31] |f:1.2,5.6|. Procedure details: To a stirring mixture of (1S,2R,3S,4S,5R,6R)-2-(tert-butoxycarbonylamino)-3-[(4-fluoro-3-methyl-phenyl)sulfanylmethyl]-4-hydroxy-bicyclo[3.1.0]hexane-2,6-dicarboxylic acid (2.4 g, 5.27 mmol), tetra(n-butyl)ammonium bisulfate (178.90 mg, 526.89 μmoles), and sodium bicarbonate (3.54 g, 42.15 mmol) in dichloromethane (13.2 mL) and water (13.2 mL) is added chloromethyl chlorosulfate (1.20 mL, 11.59 mmol). The mixture is stirred at ambient temperature for 18 hours. The reaction is poured over water a... Reactants: FC(F)(F)c1nnc(-c2ccc3ncnc(Cl)c3c2)o1, Nc1ccc2c(cnn2Cc2ccccc2F)c1. Yields the product Fc1ccccc1Cn1ncc2cc(Nc3ncnc4ccc(-c5nnc(C(F)(F)F)o5)cc34)ccc21. As a reaction SMILES: [Cl:19][c:20]1[n:21][cH:22][n:23][c:24]2[cH:25][cH:26][c:27](-[c:30]3[o:31][c:32]([C:35]([F:36])([F:37])[F:38])[n:33][n:34]3)[cH:28][c:29]12.[F:1][c:2]1[c:3]([CH2:4][n:5]2[n:6][cH:7][c:8]3[cH:9][c:10]([NH2:14])[cH:11][cH:12][c:13]23)[cH:15][cH:16][cH:17][cH:18]1>>[F:1][c:2]1[c:3]([CH2:4][n:5]2[n:6][cH:7][c:8]3[cH:9][c:10]([NH:14][c:20]4[n:21][cH:22][n:23][c:24]5[cH:25][cH:26][c:27](-[c:30]6[o:31][c:32]([C:35]([F:36])([F:37])[F:38])[n:33][n:34]6)[cH:28][c:29]45)[cH:11][cH:12][c:13]23)[cH:15][cH:16][cH:17][cH:18]1. Reactants: CO, O=C1CCCc2ccc([N+](=O)[O-])cc21, C1CCOC1. The product is Nc1ccc2c(c1)C(=O)CCC2. Reaction SMILES: [CH3:20][OH:21].[N+:1]([O-:2])(=[O:3])[c:4]1[cH:5][cH:6][c:7]2[c:12]([cH:13]1)[C:11](=[O:14])[CH2:10][CH2:9][CH2:8]2.[O:15]1[CH2:16][CH2:17][CH2:18][CH2:19]1>>[NH2:1][c:4]1[cH:5][cH:6][c:7]2[c:12]([cH:13]1)[C:11](=[O:14])[CH2:10][CH2:9][CH2:8]2. The reactants are C(=O)([O-])[O-].[Na+].[Na+] (Na2CO3), C1CCOC1 (THF), Cl.BrC1=CC=NC=C1 (4-Bromopyridine hydrochloride), CC1(OB(OC1(C)C)C1=CC=C(C=C1)NC(C)=O)C (N-[4-(4,4,5,5-tetramethyl-1,3,2-dioxaborolan-2-yl)phenyl]acetamide). The reagents and catalysts are C1=CC=C(C=C1)P([C-]2C=CC=C2)C3=CC=CC=C3.C1=CC=C(C=C1)P([C-]2C=CC=C2)C3=CC=CC=C3.Cl[Pd]Cl.[Fe+2] (Pd(dppf)2Cl2). The solvent is CCOC(=O)C (EtOAc). Product: N1=CC=C(C=C1)C1=CC=C(C=C1)NC(C)=O (N-(4-(4-pyridyl)phenyl)acetamide). Reaction SMILES: C([O-])([O-])=O.[Na+].[Na+].C1COCC1.Cl.Br[C:14]1[CH:19]=[CH:18][N:17]=[CH:16][CH:15]=1.CC1(C)C(C)(C)OB([C:28]2[CH:33]=[CH:32][C:31]([NH:34][C:35](=[O:37])[CH3:36])=[CH:30][CH:29]=2)O1>CCOC(C)=O.C1C=CC(P(C2C=CC=CC=2)[C-]2C=CC=C2)=CC=1.C1C=CC(P(C2C=CC=CC=2)[C-]2C=CC=C2)=CC=1.Cl[Pd]Cl.[Fe+2]>[N:17]1[CH:18]=[CH:19][C:14]([C:28]2[CH:33]=[CH:32][C:31]([NH:34][C:35](=[O:37])[CH3:36])=[CH:30][CH:29]=2)=[CH:15][CH:16]=1 |f:0.1.2,4.5,8.9.10.11|. Procedure: A round bottom flask was charged with a 2 N Na2CO3 solution (4 equivalents) and THF and the mixture was sparged with N2 through a dispersion tube. 4-Bromopyridine hydrochloride (1 equivalent) and N-[4-(4,4,5,5-tetramethyl-1,3,2-dioxaborolan-2-yl)phenyl]acetamide (1.2 equivalents) were subsequently added, followed by Pd(dppf)2Cl2 (2.5 mol %). The reaction mixture was refluxed overnight, cooled to room temperature and diluted with EtOAc. The two phases were separated and the organic phase was wash...